Dataset: the Open Reaction Database (ORD), a public repository of structured organic reaction records. Task: describe an organic reaction: reactants, conditions, products, and yield The reactants are C(C)N(CC#CC1=CC2=NC=CC(=C2S1)OC1=CC(=C(C=C1)N)C)CC (4-(2-(3-(diethylamino)prop-1-ynyl)thieno[3,2-b]pyridin-7-yloxy)-2-methylbenzenamine), FC1=CC=C(C=C1)NC(=O)C1(CC1)C(=O)O (1-((4-fluorophenyl)carbamoyl)cyclopropanecarboxylic acid), C1(CC1)(C(=O)O)C(=O)O (cyclopropane-1,1-dicarboxylic acid), FC1=CC=C(N)C=C1 (4-fluoroaniline). The product is C(C)N(CC#CC1=CC2=NC=CC(=C2S1)OC1=CC(=C(C=C1)N(C(=O)C1(CC1)C(=O)N)C1=CC=C(C=C1)F)C)CC (N-(4-(2-(3-(diethylamino)prop-1-ynyl)thieno[3,2-b]pyridin-7-yloxy)-2-methylphenyl)-N-(4-fluorophenyl)cyclopropane-1,1-dicarboxamide). Reaction SMILES: [CH2:1]([N:3]([CH2:25][CH3:26])[CH2:4][C:5]#[C:6][C:7]1[S:15][C:14]2[C:9](=[N:10][CH:11]=[CH:12][C:13]=2[O:16][C:17]2[CH:22]=[CH:21][C:20]([NH2:23])=[C:19]([CH3:24])[CH:18]=2)[CH:8]=1)[CH3:2].FC1C=CC([NH:34][C:35]([C:37]2([C:40](O)=[O:41])[CH2:39][CH2:38]2)=[O:36])=CC=1.C1(C(O)=O)(C(O)=O)CC1.[F:52][C:53]1[CH:59]=[CH:58][C:56](N)=[CH:55][CH:54]=1>>[CH2:25]([N:3]([CH2:1][CH3:2])[CH2:4][C:5]#[C:6][C:7]1[S:15][C:14]2[C:9](=[N:10][CH:11]=[CH:12][C:13]=2[O:16][C:17]2[CH:22]=[CH:21][C:20]([N:23]([C:56]3[CH:58]=[CH:59][C:53]([F:52])=[CH:54][CH:55]=3)[C:40]([C:37]3([C:35]([NH2:34])=[O:36])[CH2:38][CH2:39]3)=[O:41])=[C:19]([CH3:24])[CH:18]=2)[CH:8]=1)[CH3:26]. Reported procedure: Prepared from 4-(2-(3-(diethylamino)prop-1-ynyl)thieno[3,2-b]pyridin-7-yloxy)-2-methylbenzenamine (0.070 g, 0.1322 mmol), and 1-((4-fluorophenyl)carbamoyl)cyclopropanecarboxylic acid (0.04424 g, 0.1982 mmol; prepared from cyclopropane-1,1-dicarboxylic acid and 4-fluoroaniline using the methods described in WO 2005/030140 and by Shih and Rankin, Synth. Comm. 1996, 26(4), 833-836) according to the procedure for Example 73. The crude was purified by preparative TLC eluting with EtOAc/MeOH (9:1). Th...